From a dataset of the Open Reaction Database (ORD), a public repository of structured organic reaction records. describe an organic reaction: reactants, conditions, products, and yield Starting materials: CC(=O)O, CO, Cc1cc(C)nc(N(C)C(=O)CN(C(=O)C(F)(F)F)c2ccc([N+](=O)[O-])cc2)c1, [Li+], [OH-], O, O. Yields the product Cc1cc(C)nc(N(C)C(=O)CNc2ccc([N+](=O)[O-])cc2)c1. RXN SMILES: [CH3:33][C:34](=[O:35])[OH:36].[CH3:37][OH:38].[CH3:4][c:5]1[cH:6][c:7]([N:12]([C:13](=[O:14])[CH2:15][N:16]([C:17](=[O:18])[C:19]([F:20])([F:21])[F:22])[c:23]2[cH:24][cH:25][c:26]([N+:29](=[O:30])[O-:31])[cH:27][cH:28]2)[CH3:32])[n:8][c:9]([CH3:11])[cH:10]1.[Li+:3].[OH-:2].[OH2:1].[OH2:39]>>[CH3:4][c:5]1[cH:6][c:7]([N:12]([C:13](=[O:14])[CH2:15][NH:16][c:23]2[cH:24][cH:25][c:26]([N+:29](=[O:30])[O-:31])[cH:27][cH:28]2)[CH3:32])[n:8][c:9]([CH3:11])[cH:10]1. The reactants are NC1=NC(=C2N=CN(C2=N1)[C@H]1C=C[C@H](C1)CO)Cl ((±)-(cis)-4-(2-amino-6-chloro-9H-purin-9-yl)-2-cyclopentene-1-methanol), NCCCCCCCCN (1,8-diaminooctane). The solvent is C(C)O (ethanol). Product: NC1=NC(=C2N=CN(C2=N1)[C@H]1C=C[C@H](C1)CO)NCCCCCCCCN ((±)-cis-4-[2-Amino-6-((8-Aminooctyl)amino)-9H-purin-9-yl)-2-cyclopentene-1-methanol). The yield is 42.8%. Reaction SMILES: [NH2:1][C:2]1[N:10]=[C:9]2[C:5]([N:6]=[CH:7][N:8]2[C@@H:11]2[CH2:15][C@H:14]([CH2:16][OH:17])[CH:13]=[CH:12]2)=[C:4](Cl)[N:3]=1.[NH2:19][CH2:20][CH2:21][CH2:22][CH2:23][CH2:24][CH2:25][CH2:26][CH2:27][NH2:28]>C(O)C>[NH2:1][C:2]1[N:10]=[C:9]2[C:5]([N:6]=[CH:7][N:8]2[C@@H:11]2[CH2:15][C@H:14]([CH2:16][OH:17])[CH:13]=[CH:12]2)=[C:4]([NH:19][CH2:20][CH2:21][CH2:22][CH2:23][CH2:24][CH2:25][CH2:26][CH2:27][NH2:28])[N:3]=1. Reported procedure: A solution of (±)-(cis)-4-(2-amino-6-chloro-9H-purin-9-yl)-2-cyclopentene-1-methanol (272 mg, 1.00 mmol) and 1,8-diaminooctane (1.44 g, 10 mmol) in absolute ethanol (15 mL) was refluxed under nitrogen for 1.5 hours. The solution was concentrated, cooled, and the resulting precipitate filtered and crystallised from i-propanol to give title compound as white solid (160 mg, 42%), m.p. 125-127° C. Starting materials: CC1=NN2C(C=CC=C2)=C1C=1SC(=C(N1)OS(=O)(=O)C(F)(F)F)C(=O)OC (methyl 2-(2-methylpyrazolo[1,5-a]pyridin-3-yl)-4-{[(trifluoromethyl)sulfonyl]oxy}-1,3-thiazole-5-carboxylate), COCCOC (1,2-dimethoxyethane), Example 13-B ( iii ), CC1(OB(OC1(C)C)CC=C)C (4,4,5,5-tetramethyl-2-prop-2-en-1-yl-1,3,2-dioxaborolane), C([O-])([O-])=O.[Cs+].[Cs+] (cesium carbonate). The solvent is O (water). The product is CC1=NN2C(C=CC=C2)=C1C=1SC(=C(N1)CC=C)C(=O)OC (methyl 2-(2-methylpyrazolo[1,5-a]pyridin-3-yl)-4-prop-2-en-1-yl-1,3-thiazole-5-carboxylate). Yield: 72.2%. As a reaction SMILES: [CH3:1][C:2]1[C:10]([C:11]2[S:12][C:13]([C:24]([O:26][CH3:27])=[O:25])=[C:14](OS(C(F)(F)F)(=O)=O)[N:15]=2)=[C:5]2[CH:6]=[CH:7][CH:8]=[CH:9][N:4]2[N:3]=1.[CH3:28][C:29]1(C)[C:33](C)(C)OB(CC=C)O1.C(=O)([O-])[O-].[Cs+].[Cs+].COCCOC>O>[CH3:1][C:2]1[C:10]([C:11]2[S:12][C:13]([C:24]([O:26][CH3:27])=[O:25])=[C:14]([CH2:33][CH:29]=[CH2:28])[N:15]=2)=[C:5]2[CH:6]=[CH:7][CH:8]=[CH:9][N:4]2[N:3]=1 |f:2.3.4|. Procedure: Using methyl 2-(2-methylpyrazolo[1,5-a]pyridin-3-yl)-4-{[(trifluoromethyl)sulfonyl]oxy}-1,3-thiazole-5-carboxylate (1.5 g, 3.6 mmol) produced in Example 13(ii), 4,4,5,5-tetramethyl-2-prop-2-en-1-yl-1,3,2-dioxaborolane (897 mg, 5.3 mmol), [1,1-bis(diphenylphosphino)ferrocene]palladium(H) dichloride dichloromethane complex (180 mg, 0.22 mmol), cesium carbonate (3.5 g, 11 mmol), 1,2-dimethoxyethane (50 mL) and water (3 mL) as starting materials and in the same manner as in Example 13-B (iii), the t... The reactants are CCOC(=O)C(N)C(C(F)(F)F)C(F)(F)F, ClCCl, O=S(=O)(Cl)c1cc(F)c(F)c(F)c1, c1ccncc1. The product is CCOC(=O)C(NS(=O)(=O)c1cc(F)c(F)c(F)c1)C(C(F)(F)F)C(F)(F)F. Reaction SMILES: [CH2:14]([CH3:15])[O:16][C:17]([CH:18]([CH:19]([C:20]([F:21])([F:22])[F:23])[C:24]([F:25])([F:26])[F:27])[NH2:28])=[O:29].[Cl:36][CH2:37][Cl:38].[F:1][c:2]1[cH:3][c:4]([S:10](=[O:11])(=[O:12])[Cl:13])[cH:5][c:6]([F:9])[c:7]1[F:8].[cH:30]1[cH:31][cH:32][n:33][cH:34][cH:35]1>>[F:1][c:2]1[cH:3][c:4]([S:10](=[O:11])(=[O:12])[NH:28][CH:18]([C:17]([O:16][CH2:14][CH3:15])=[O:29])[CH:19]([C:20]([F:21])([F:22])[F:23])[C:24]([F:25])([F:26])[F:27])[cH:5][c:6]([F:9])[c:7]1[F:8]. Reactants: C(C)OCC (diethyl ether), C(CCCCO)O (1,5-pentanediol), C1(=CC=CC=C1)CBr (phenylmethyl bromide), [OH-].[K+] (potassium hydroxide). Solvent: O (water), xylenes. Product: C1(=CC=CC=C1)COCCCCCO (7-phenyl-6-oxaheptan-1-ol). The yield is 56.8%. As a reaction SMILES: [CH2:1]([OH:7])[CH2:2][CH2:3][CH2:4][CH2:5][OH:6].[C:8]1([CH2:14]Br)[CH:13]=[CH:12][CH:11]=[CH:10][CH:9]=1.[OH-].[K+].C(OCC)C>O>[C:8]1([CH2:14][O:6][CH2:5][CH2:4][CH2:3][CH2:2][CH2:1][OH:7])[CH:13]=[CH:12][CH:11]=[CH:10][CH:9]=1 |f:2.3|. Procedure details: A stirred solution of 107.0 grams (1.0 mole) of 1,5-pentanediol, 30 ml (0.25 mole) of phenylmethyl bromide and 33.0 grams of 85% potassium hydroxide in 40 ml of xylenes was heated at 110° C. for 18 hours. After this time the reaction mixture was cooled and shaken with diethyl ether and water. The organic layer was washed in turn with water, aqueous 5% hydrochloric acid, water, and with an aqueous solution saturated with sodium chloride. The organic layer was dried with magnesium sulfate and filt... Starting materials: Nc1ccc2c(c1)CC1NCCCC21, O=C(O)c1ccc2[nH]cnc2c1. Yields the product Nc1ccc2c(c1)CC1C2CCCN1C(=O)c1ccc2[nH]cnc2c1. RXN SMILES: [NH:13]1[CH:14]2[CH:15]([CH2:16][CH2:17][CH2:18]1)[c:19]1[cH:20][cH:21][c:22]([NH2:26])[cH:23][c:24]1[CH2:25]2.[nH:1]1[cH:2][n:3][c:4]2[c:5]1[cH:6][cH:7][c:8]([C:10](=[O:11])[OH:12])[cH:9]2>>[nH:1]1[cH:2][n:3][c:4]2[c:5]1[cH:6][cH:7][c:8]([C:10](=[O:12])[N:13]1[CH:14]3[CH:15]([CH2:16][CH2:17][CH2:18]1)[c:19]1[cH:20][cH:21][c:22]([NH2:26])[cH:23][c:24]1[CH2:25]3)[cH:9]2. The reactants are COC1C(C(=O)O)=CC(=C(C1=S(=O)=O)N)CC (2-methoxy-4-amino-5-ethyl sulphonyl benzoic acid), CC(=O)C (acetone), C1(CCCCCC1)N1C(CCC1)(CN)C (1-cycloheptyl methyl-2-amino methyl pyrrolidine), ClC(=O)OCC (ethyl chloroformate). Reaction SMILES: [CH3:1][O:2][CH:3]1[C:11](=[S:12](=[O:14])=[O:13])[C:10]([NH2:15])=[C:9]([CH2:16][CH3:17])[CH:8]=[C:4]1[C:5]([OH:7])=O.[CH3:18]C(C)=O.ClC(OCC)=O.[CH:28]1([N:35]2[CH2:39][CH2:38][CH2:37][C:36]2(C)[CH2:40][NH2:41])[CH2:34][CH2:33][CH2:32][CH2:31][CH2:30][CH2:29]1>C(N(CC)CC)C.O>[CH:28]1([N:35]2[CH2:39][CH2:38][CH2:37][CH:36]2[CH:40]([CH3:18])[NH:41][C:5](=[O:7])[C:4]2[CH:3]([O:2][CH3:1])[C:11](=[S:12](=[O:14])=[O:13])[C:10]([NH2:15])=[C:9]([CH2:16][CH3:17])[CH:8]=2)[CH2:29][CH2:30][CH2:31][CH2:32][CH2:33][CH2:34]1. Procedure: 4.9 g of 2-methoxy-4-amino-5-ethyl sulphonyl benzoic acid, 57 ml of acetone, 10 ml of water and 2.6 ml of triethylamine (density 0.726) are placed in a 250 ml flask fitted with an agitator, a thermometer, a condenser and a dropping funnel. The solution is cooled to between 0° and +5° C. and 2.1 g of ethyl chloroformate is added drop by drop. The reaction medium is agitated for 45 minutes at room temperature then cooled to 0° C. and 5.3 g of 1-cycloheptyl methyl-2-amino methyl pyrrolidine is pour... The product is C1(CCCCCC1)N1C(CCC1)C(NC(C=1C(C(C(=C(C1)CC)N)=S(=O)=O)OC)=O)C (N-(1-cycloheptyl methyl-2-pyrrolidinyl methyl)-2-methoxy-4-amino-5-ethyl sulphonyl benzamide). Run in C(C)N(CC)CC (triethylamine), O (water). Run at time 45 minute.